Dataset: the Open Reaction Database (ORD), a public repository of structured organic reaction records. Task: describe an organic reaction: reactants, conditions, products, and yield Starting materials: anhydride, C(=O)(O)CCC=1C(N(C(=NN1)S)NC(=O)C)=O (6-(2-carboxyethyl)-3-mercapto-4-acetamino-1,2,4-triazin-5-one), C(C)(=O)O (acetic acid). Product: C(C)(=O)OC(C)=O (acetic anhydride), C(=O)(O)CCC=1C(N(C(=NN1)S)N)=O (6-(2-carboxyethyl)-3-mercapto-4-amino-1,2,4-triazin-5-one). RXN SMILES: [C:1]([CH2:4][CH2:5][C:6]1[C:7](=[O:17])[N:8]([NH:13]C(C)=O)[C:9]([SH:12])=[N:10][N:11]=1)([OH:3])=[O:2].[C:18](O)(=[O:20])[CH3:19]>>[C:18]([O:3][C:1](=[O:2])[CH3:4])(=[O:20])[CH3:19].[C:1]([CH2:4][CH2:5][C:6]1[C:7](=[O:17])[N:8]([NH2:13])[C:9]([SH:12])=[N:10][N:11]=1)([OH:3])=[O:2]. Reported procedure: Mixed anhydride of acetic acid and 6-(2-carboxyethyl)-3-mercapto-4-acetamino-1,2,4-triazin-5-one. The vacuum dried (55° C., 0.05 mm, 4 hours) product obtained from the reaction of acetic anhydride and 6-(2-carboxyethyl)-3-mercapto-4-amino-1,2,4-triazin-5-one at 145° C. (bath temperature) for 8 hours as described in Example 1 (but not reacted with t-butanol) is separated. Mp. 95°-100° C.; dec. 130° C. Insoluble in water, alcohol, and t-butyl alcohol; soluble in acetone, chloroform, and acetonitri... As a reaction SMILES: [Al+3:2].[Br:5][c:6]1[cH:7][c:8]2[c:9]([n:10][cH:11]1)[nH:12][cH:13][cH:14]2.[CH3:15][C:16]([Cl:17])=[O:18].[Cl-:1].[Cl-:3].[Cl-:4].[Cl:19][CH2:20][Cl:21]>>[Br:5][c:6]1[cH:7][c:8]2[c:9]([n:10][cH:11]1)[nH:12][cH:13][c:14]2[C:16]([CH3:15])=[O:18]. Product: CC(=O)c1c[nH]c2ncc(Br)cc12. Reactants: [Al+3], Brc1cnc2[nH]ccc2c1, CC(=O)Cl, [Cl-], [Cl-], [Cl-], ClCCl. Starting materials: CCOC(=O)Cc1c(C#N)ccc(F)c1F, CS(C)=O, Cc1cccc(C(F)(F)CN)n1. Yields the product CCOC(=O)Cc1c(C#N)ccc(NCC(F)(F)c2cccc(C)n2)c1F. RXN SMILES: [CH2:13]([CH3:14])[O:15][C:16]([CH2:17][c:18]1[c:19]([F:27])[c:20]([F:26])[cH:21][cH:22][c:23]1[C:24]#[N:25])=[O:28].[CH3:29][S:30]([CH3:31])=[O:32].[F:1][C:2]([CH2:3][NH2:4])([c:5]1[n:6][c:7]([CH3:11])[cH:8][cH:9][cH:10]1)[F:12]>>[F:1][C:2]([CH2:3][NH:4][c:20]1[c:19]([F:27])[c:18]([CH2:17][C:16]([O:15][CH2:13][CH3:14])=[O:28])[c:23]([C:24]#[N:25])[cH:22][cH:21]1)([c:5]1[n:6][c:7]([CH3:11])[cH:8][cH:9][cH:10]1)[F:12]. Starting materials: ClC1=C(C(=NC=C1C(=O)C(C(=O)OCC)=CNC1CC1)Cl)Cl (ethyl 2-(4,5,6-trichloronicotinoyl)-3-cyclopropylamino-acrylate), C([O-])([O-])=O.[K+].[K+] (potassium carbonate), Ice water. Run in CN(C)C=O (DMF). Yields the product ClC1=NC=C2C(C(=CN(C2=C1Cl)C1CC1)C(=O)OCC)=O (Ethyl 7,8-dichloro-1-cyclopropyl-1,4-dihydro-4-oxo-1,6-naphthyridine-3-carboxylate). RXN SMILES: Cl[C:2]1[C:7]([C:8]([C:10](=[CH:16][NH:17][CH:18]2[CH2:20][CH2:19]2)[C:11]([O:13][CH2:14][CH3:15])=[O:12])=[O:9])=[CH:6][N:5]=[C:4]([Cl:21])[C:3]=1[Cl:22].C(=O)([O-])[O-].[K+].[K+]>CN(C=O)C>[Cl:21][C:4]1[C:3]([Cl:22])=[C:2]2[C:7]([C:8](=[O:9])[C:10]([C:11]([O:13][CH2:14][CH3:15])=[O:12])=[CH:16][N:17]2[CH:18]2[CH2:20][CH2:19]2)=[CH:6][N:5]=1 |f:1.2.3|. Procedure: 17.5 g (0.048 mol) of ethyl 2-(4,5,6-trichloronicotinoyl)-3-cyclopropylamino-acrylate are heated with 7.7 g (0.056 mol) of potassium carbonate in 100 ml of DMF at 60° C. for two hours. Ice-water is added to the cooled mixture, and the product is isolated. Yield: 98.4%. Product: C(C1=CC=CC=C1)N1CC2C(CC1)CN(C2)C(=O)OC(C)(C)C (tert-butyl 5-benzylhexahydro-1H-pyrrolo[3,4-c]pyridine-2(3H)-carboxylate). Run in O1CCCC1 (tetrahydrofurane). Conditions: time 16 hour. Procedure details: 0.777 g of benzylbromide (4.54 mmol) were added dropwise to a mixture of 1.028 g of commercially available tert-butyl hexahydro-1H-pyrrolo[3,4-c]pyridine-2(3H)-carboxylate (4.54 mmol), 1.883 g potassium carbonate (13.62 mmol) and a spatula tip of 18-crown-6 in 25 ml of tetrahydrofurane. The reaction mixture was stirred for 16 h at room temperature, filtered and the filtrate was concentrated. The residue was dissolved in dichloromethane, the organic layer was washed with water, dried over magnesi... As a reaction SMILES: [CH2:1](Br)[C:2]1[CH:7]=[CH:6][CH:5]=[CH:4][CH:3]=1.[CH2:9]1[CH:17]2[CH:12]([CH2:13][NH:14][CH2:15][CH2:16]2)[CH2:11][N:10]1[C:18]([O:20][C:21]([CH3:24])([CH3:23])[CH3:22])=[O:19].C(=O)([O-])[O-].[K+].[K+].C1OCCOCCOCCOCCOCCOC1>O1CCCC1>[CH2:1]([N:14]1[CH2:15][CH2:16][CH:17]2[CH2:9][N:10]([C:18]([O:20][C:21]([CH3:24])([CH3:23])[CH3:22])=[O:19])[CH2:11][CH:12]2[CH2:13]1)[C:2]1[CH:7]=[CH:6][CH:5]=[CH:4][CH:3]=1 |f:2.3.4|. The reactants are C(C1=CC=CC=C1)Br (benzylbromide), C1N(CC2CNCCC21)C(=O)OC(C)(C)C (tert-butyl hexahydro-1H-pyrrolo[3,4-c]pyridine-2(3H)-carboxylate), C([O-])([O-])=O.[K+].[K+] (potassium carbonate), C1COCCOCCOCCOCCOCCO1 (18-crown-6).